From a dataset of the Open Reaction Database (ORD), a public repository of structured organic reaction records. describe an organic reaction: reactants, conditions, products, and yield The reactants are CC(C)C=1N=C(NC1C1=CC=CC=C1)C(O)(C(F)(F)F)C(F)(F)F (4-(1-methylethyl)-5-phenyl-α,α-bis(trifluoromethyl)-1H-imidazole-2-methanol), [N+](=O)(O)[O-] (nitric acid). Run in O (water). Reaction conditions: time 30 minute. The product is CC(C)C=1N=C(NC1C1=CC=C(C=C1)[N+](=O)[O-])C(O)(C(F)(F)F)C(F)(F)F (4-(1-methylethyl)-5-(4-nitrophenyl)-α,α-bis(trifluoromethyl)-1H-imidazole-2-methanol). Yield: 50.0%. Reaction SMILES: [CH3:1][CH:2]([C:4]1[N:5]=[C:6]([C:15]([C:21]([F:24])([F:23])[F:22])([C:17]([F:20])([F:19])[F:18])[OH:16])[NH:7][C:8]=1[C:9]1[CH:14]=[CH:13][CH:12]=[CH:11][CH:10]=1)[CH3:3].[N+:25]([O-])([OH:27])=[O:26]>O>[CH3:3][CH:2]([C:4]1[N:5]=[C:6]([C:15]([C:21]([F:24])([F:22])[F:23])([C:17]([F:18])([F:19])[F:20])[OH:16])[NH:7][C:8]=1[C:9]1[CH:10]=[CH:11][C:12]([N+:25]([O-:27])=[O:26])=[CH:13][CH:14]=1)[CH3:1]. Procedure: To a suspension of 4-(1-methylethyl)-5-phenyl-α,α-bis(trifluoromethyl)-1H-imidazole-2-methanol (1.75 g) in 40 ml of water was added 2.5 ml of concentrated nitric acid in a dropwise manner. The mixture was stirred for 30 minutes, and the nitrate salt, 1.51 g) was filtered off. The solid in 5 ml of concentrated sulfuric acid was heated at reflux for 2 hours. The reaction mixture was poured into 50 ml of ice-water. The mixture was basified to a pH of 8 and extracted with ethyl acetate. The organic ... Starting materials: C(C)(C)(C)OC(=O)N1CC(C1)C(=O)O (1-(t-butoxycarbonyl)azetidine-3-carboxylic acid), C[Si](C)(C)C=[N+]=[N-] (trimethylsilyldiazomethane). The solvent is CO (MeOH), C1(=CC=CC=C1)C (Toluene). Run at temperature 0 celsius, time 10 minute. The product is N1(CC(C1)C(=O)OC)C(=O)OC(C)(C)C (1-t-butyl 3-methyl azetidine-1,3-dicarboxylate). Reaction SMILES: [C:1]([O:5][C:6]([N:8]1[CH2:11][CH:10]([C:12]([OH:14])=[O:13])[CH2:9]1)=[O:7])([CH3:4])([CH3:3])[CH3:2].[CH3:15][Si](C=[N+]=[N-])(C)C>CO.C1(C)C=CC=CC=1>[N:8]1([C:6]([O:5][C:1]([CH3:4])([CH3:2])[CH3:3])=[O:7])[CH2:9][CH:10]([C:12]([O:14][CH3:15])=[O:13])[CH2:11]1. Reported procedure: 1-(t-butoxycarbonyl)azetidine-3-carboxylic acid (1-1) (AXL016917, 1000 mg, 4.97 mmol) was dissolved in MeOH (5 mL)/Toluene (20 mL) and then cooled to 0° C. TMSCHNN (trimethylsilyldiazomethane) (7.45 mmol) was then added drop-wise over 15 minutes with some bubbling observed. The color started clear and slowly turned yellow. The solution was stirred for 10 minutes at 0° C. and then warmed to room temperature over 30 minutes. The solution was then concentrated and pumped on to remove toluene to aff... Starting materials: C1=C(C=CC=C1O)C (m-cresol), [H-].[Na+] (sodium hydride), BrC1=CC=C(C=C1)OC (4-bromoanisole), cuprous chloride. Run in N1=CC=CC=C1 (pyridine), N1=CC=CC=C1 (pyridine). Conditions: temperature 170 celsius, time 2 hour. The product is C1(=CC(=CC=C1)OC1=CC=C(C=C1)OC)C (p-(m-tolyloxy)anisole). Reaction SMILES: [H-].[Na+].[CH:3]1[C:8]([OH:9])=[CH:7][CH:6]=[CH:5][C:4]=1[CH3:10].Br[C:12]1[CH:17]=[CH:16][C:15]([O:18][CH3:19])=[CH:14][CH:13]=1>N1C=CC=CC=1>[C:4]1([CH3:10])[CH:5]=[CH:6][CH:7]=[C:8]([O:9][C:12]2[CH:17]=[CH:16][C:15]([O:18][CH3:19])=[CH:14][CH:13]=2)[CH:3]=1 |f:0.1|. Procedure details: 21.8 g of sodium hydride (55% in oil) are placed in 100 ml of absolute pyridine and treated dropwise during 1 hour with 54.1 g of m-cresol in 200 ml of pyridine. After completion of the reaction, 1.2 g of cuprous chloride are added and subsequently 93.5 g of 4-bromoanisole are added dropwise during 1 hour at reflux temperature. After refluxing for 4 hours, the pyridine is distilled off, the mixture being heated at the end up to 170° C. (internal temperature). After 2 hours, 350 ml of water are a... Starting materials: ClC1=C(C=CC=C1)C1=NC2=CC=CC=C2C(=C1)C(=O)O (2-(2-chlorophenyl)-quinoline-4-carboxylic acid), S(=O)(Cl)Cl (thionyl chloride), CNC(C)CC (N-methylbut-2-ylamine). The product is CN(C(=O)C1=CC(=NC2=CC=CC=C12)C1=C(C=CC=C1)Cl)C(CC)C (N-methyl-N-(1-methylpropyl)-2-(2-chlorophenyl)-quinoline-4-carboxamide). As a reaction SMILES: [Cl:1][C:2]1[CH:7]=[CH:6][CH:5]=[CH:4][C:3]=1[C:8]1[CH:17]=[C:16]([C:18](O)=[O:19])[C:15]2[C:10](=[CH:11][CH:12]=[CH:13][CH:14]=2)[N:9]=1.S(Cl)(Cl)=O.[CH3:25][NH:26][CH:27]([CH2:29][CH3:30])[CH3:28]>>[CH3:25][N:26]([CH:27]([CH3:28])[CH2:29][CH3:30])[C:18]([C:16]1[C:15]2[C:10](=[CH:11][CH:12]=[CH:13][CH:14]=2)[N:9]=[C:8]([C:3]2[CH:4]=[CH:5][CH:6]=[CH:7][C:2]=2[Cl:1])[CH:17]=1)=[O:19]. Reported procedure: The procedure of Example 3 is followed using 2-(2-chlorophenyl)-quinoline-4-carboxylic acid (5.7 g), thionyl chloride (15 ml) and N-methylbut-2-ylamine (15 ml) as the starting materials. Reactants: BrC1=CC2=C(C=3N=C(SC3CCO2)C=2NC=CN2)C=C1 (8-Bromo-2-(1H-imidazol-2-yl)-4,5-dihydro-6-oxa-3-thia-1-aza-benzo[e]azulene), CN(C=O)C (N,N-Dimethylformamide), C([O-])([O-])=O.[Cs+].[Cs+] (Cesium Carbonate), ICC(F)(F)F (2-iodo-1,1,1-trifluoro-ethane). Reaction conditions: time 45 minute. Yields the product BrC1=CC2=C(C=3N=C(SC3CCO2)C=2N(C=CN2)CC(F)(F)F)C=C1 (8-Bromo-2-[1-(2,2,2-trifluoro-ethyl)-1H-imidazol-2-yl]-4,5-dihydro-6-oxa-3-thia-1-aza-benzo[e]azulene). As a reaction SMILES: [Br:1][C:2]1[CH:20]=[CH:19][C:5]2[C:6]3[N:7]=[C:8]([C:14]4[NH:15][CH:16]=[CH:17][N:18]=4)[S:9][C:10]=3[CH2:11][CH2:12][O:13][C:4]=2[CH:3]=1.CN(C)C=O.C(=O)([O-])[O-].[Cs+].[Cs+].I[CH2:33][C:34]([F:37])([F:36])[F:35]>>[Br:1][C:2]1[CH:20]=[CH:19][C:5]2[C:6]3[N:7]=[C:8]([C:14]4[N:15]([CH2:33][C:34]([F:37])([F:36])[F:35])[CH:16]=[CH:17][N:18]=4)[S:9][C:10]=3[CH2:11][CH2:12][O:13][C:4]=2[CH:3]=1 |f:2.3.4|. Procedure: To a solution of 8-Bromo-2-(1H-imidazol-2-yl)-4,5-dihydro-6-oxa-3-thia-1-aza-benzo[e]azulene (0.430 g, 1.23 mmol) in N,N-Dimethylformamide (17.2 mL, 222 mmol) was added Cesium Carbonate (0.805 g, 2.47 mmol). After 45 min. 2-iodo-1,1,1-trifluoro-ethane (0.241 mL, 2.47 mmol) was added to the reaction mixture. The reaction mixture was stirred at 50 C 4 h. The reaction was quenched with water then extracted with EtOAc 2×. The organic layers was combined, dried Na2SO4, concentrated and purified by ch... Starting materials: IC=1C(NC(N(C1)CCCN1C[C@]2(C[C@H]2C1)C1=CC=C(C=C1)C(F)(F)F)=O)=O (5-iodo-1-(3-{(1S,5R)-1-[4-(trifluoromethyl)phenyl]-3-azabicyclo[3.1.0]hex-3-yl}propyl)-2,4(1H,3H)-pyrimidinedione), CN(CC(=O)O)C (N,N-dimethylglycine), C(=O)([O-])[O-].[K+].[K+] (K2CO3), FC(C=1C2=C(NN1)COCC2)(F)F (3-(trifluoromethyl)-1,4,5,7-tetrahydropyrano[3,4-c]pyrazole). Reagents/catalysts: [Cu]I (copper (1+) iodide). Solvent: CS(=O)C (Dimethyl Sulfoxide), CCOC(=O)C (EtOAc). Run at temperature 150 celsius, time 18 hour. Yields the product FC(C=1C2=C(N(N1)C=1C(NC(N(C1)CCCN1C[C@]3(C[C@H]3C1)C1=CC=C(C=C1)C(F)(F)F)=O)=O)COCC2)(F)F (5-[3-(trifluoromethyl)-4,7-dihydropyrano[3,4-c]pyrazol-1(5H)-yl]-1-(3-{(1S,5R)-1-[4-(trifluoromethyl)phenyl]-3-azabicyclo[3.1.0]hex-3-yl}propyl)-2,4(1H,3H)-pyrimidinedione). Isolated yield 5.5%. Reaction SMILES: I[C:2]1[C:3](=[O:28])[NH:4][C:5](=[O:27])[N:6]([CH2:8][CH2:9][CH2:10][N:11]2[CH2:16][C@H:15]3[C@:13]([C:17]4[CH:22]=[CH:21][C:20]([C:23]([F:26])([F:25])[F:24])=[CH:19][CH:18]=4)([CH2:14]3)[CH2:12]2)[CH:7]=1.CN(C)CC(O)=O.C([O-])([O-])=O.[K+].[K+].[F:42][C:43]([F:54])([F:53])[C:44]1[C:45]2[CH2:52][CH2:51][O:50][CH2:49][C:46]=2[NH:47][N:48]=1>CS(C)=O.CCOC(C)=O.[Cu]I>[F:53][C:43]([F:42])([F:54])[C:44]1[C:45]2[CH2:52][CH2:51][O:50][CH2:49][C:46]=2[N:47]([C:2]2[C:3](=[O:28])[NH:4][C:5](=[O:27])[N:6]([CH2:8][CH2:9][CH2:10][N:11]3[CH2:16][C@H:15]4[C@:13]([C:17]5[CH:22]=[CH:21][C:20]([C:23]([F:26])([F:25])[F:24])=[CH:19][CH:18]=5)([CH2:14]4)[CH2:12]3)[CH:7]=2)[N:48]=1 |f:2.3.4|. Reported procedure: 5-iodo-1-(3-{(1S,5R)-1-[4-(trifluoromethyl)phenyl]-3-azabicyclo[3.1.0]hex-3-yl}propyl)-2,4(1H,3H)-pyrimidinedione (Prep10, 150 mg, 0.282 mmol) copper (1+) iodide (59.1 mg, 0.310 mmol), N,N-dimethylglycine (32.0 mg, 0.310 mmol) and K2CO3 (86 mg, 0.620 mmol) were dissolved in Dimethyl Sulfoxide (DMSO) (2 ml) to give a light blue solution with a white precipitate. To this mixture, 3-(trifluoromethyl)-1,4,5,7-tetrahydropyrano[3,4-c]pyrazole (P38, 179 mg, 0.931 mmol) was added. After 18 h shaking at ...